describe an organic reaction: reactants, conditions, products, and yield From a dataset of the Open Reaction Database (ORD), a public repository of structured organic reaction records. Starting materials: CC(NC(=O)OC(C)(C)C)c1ccc(Br)cc1, COCCOC, OB(O)c1cccnc1Cl, [Na+], [Na+], O=C([O-])[O-], [Pd], c1ccc(P(c2ccccc2)c2ccccc2)cc1, c1ccc(P(c2ccccc2)c2ccccc2)cc1, c1ccc(P(c2ccccc2)c2ccccc2)cc1, c1ccc(P(c2ccccc2)c2ccccc2)cc1. The product is CC(NC(=O)OC(C)(C)C)c1ccc(-c2cccnc2Cl)cc1. As a reaction SMILES: [C:1]([CH3:2])([CH3:3])([CH3:4])[O:5][C:6]([NH:7][CH:8]([CH3:9])[c:10]1[cH:11][cH:12][c:13]([Br:16])[cH:14][cH:15]1)=[O:17].[CH3:34][O:35][CH2:36][CH2:37][O:38][CH3:39].[Cl:18][c:19]1[n:20][cH:21][cH:22][cH:23][c:24]1[B:25]([OH:26])[OH:27].[Na+:28].[Na+:29].[O-:30][C:31](=[O:32])[O-:33].[Pd:40].[c:41]1([P:42]([c:43]2[cH:44][cH:45][cH:46][cH:47][cH:48]2)[c:49]2[cH:50][cH:51][cH:52][cH:53][cH:54]2)[cH:55][cH:56][cH:57][cH:58][cH:59]1.[c:60]1([P:61]([c:62]2[cH:63][cH:64][cH:65][cH:66][cH:67]2)[c:68]2[cH:69][cH:70][cH:71][cH:72][cH:73]2)[cH:74][cH:75][cH:76][cH:77][cH:78]1.[c:79]1([P:80]([c:81]2[cH:82][cH:83][cH:84][cH:85][cH:86]2)[c:87]2[cH:88][cH:89][cH:90][cH:91][cH:92]2)[cH:93][cH:94][cH:95][cH:96][cH:97]1.[c:98]1([P:99]([c:100]2[cH:101][cH:102][cH:103][cH:104][cH:105]2)[c:106]2[cH:107][cH:108][cH:109][cH:110][cH:111]2)[cH:112][cH:113][cH:114][cH:115][cH:116]1>>[C:1]([CH3:2])([CH3:3])([CH3:4])[O:5][C:6]([NH:7][CH:8]([CH3:9])[c:10]1[cH:11][cH:12][c:13](-[c:24]2[c:19]([Cl:18])[n:20][cH:21][cH:22][cH:23]2)[cH:14][cH:15]1)=[O:17].